From a dataset of the Open Reaction Database (ORD), a public repository of structured organic reaction records. describe an organic reaction: reactants, conditions, products, and yield Starting materials: ClC1=CC=C(C=O)C=C1 (4-chlorobenzaldehyde), O (Water), CCCCCC.C(CCC)[Li] (n-butyllithium hexane), C(C1=CC=CC=C1)OC1=C(C=CC=C1)Br (1-benzyloxy-2-bromobenzene). Run in C1CCOC1 (THF), C1CCOC1 (THF). Conditions: time 30 minute. Product: C(C1=CC=CC=C1)OC1=C(C=CC=C1)C(O)C1=CC=C(C=C1)Cl ((2-Benzyloxyphenyl)-(4-chlorophenyl)-methanol). The yield is 77.1%. Reaction SMILES: CCCCCC.C([Li])CCC.[CH2:12]([O:19][C:20]1[CH:25]=[CH:24][CH:23]=[CH:22][C:21]=1Br)[C:13]1[CH:18]=[CH:17][CH:16]=[CH:15][CH:14]=1.[Cl:27][C:28]1[CH:35]=[CH:34][C:31]([CH:32]=[O:33])=[CH:30][CH:29]=1.O>C1COCC1>[CH2:12]([O:19][C:20]1[CH:25]=[CH:24][CH:23]=[CH:22][C:21]=1[CH:32]([C:31]1[CH:34]=[CH:35][C:28]([Cl:27])=[CH:29][CH:30]=1)[OH:33])[C:13]1[CH:18]=[CH:17][CH:16]=[CH:15][CH:14]=1 |f:0.1|. Reported procedure: In a nitrogen stream, an n-butyllithium hexane solution (2.44 M, 10.3 mL) was added dropwise to a solution of 1-benzyloxy-2-bromobenzene (6.0 g, 22.8 mmol) in THF (228 mL) at −78° C. and the mixture was stirred at the same temperature for 30 minutes. To this solution, a solution of 4-chlorobenzaldehyde (2.67 g, 19.0 mmol) in THF (76 mL) was added dropwise at −78° C. The reaction mixture was stirred at the same temperature for two hour and further more at 0° C. for one hour. Water was added there... The yield is 69.2%. As a reaction SMILES: C(OC(=O)C[O:8][C:9]1[C:18]2[CH2:17][CH2:16][CH2:15][C:14](=[O:19])[C:13]=2[CH:12]=[C:11](C2C=CC=CC=2)[CH:10]=1)(C)(C)C.C(N(C(C)C)CC)(C)C.[F:36][C:37]([F:50])([F:49])[S:38]([O:41]S(C(F)(F)F)(=O)=O)(=[O:40])=[O:39]>ClCCl.O>[O:19]=[C:14]1[C:13]2[CH:12]=[C:11]([O:41][S:38]([C:37]([F:50])([F:49])[F:36])(=[O:39])=[O:40])[CH:10]=[C:9]([O:8][S:38]([C:37]([F:50])([F:49])[F:36])(=[O:40])=[O:39])[C:18]=2[CH2:17][CH2:16][CH2:15]1. Yields the product O=C1CCCC=2C(=CC(=CC12)OS(=O)(=O)C(F)(F)F)OS(=O)(=O)C(F)(F)F (trifluoro-methanesulfonic acid 8-oxo-4-trifluoromethanesulfonyloxy-5,6,7,8-tetrahydro-naphthalen-2-yl ester). Run at temperature 2.5 celsius, time 45 minute. Starting materials: C(C)(C)N(CC)C(C)C (diisopropylethylamine), C(C)(C)(C)OC(COC1=CC(=CC=2C(CCCC12)=O)C1=CC=CC=C1)=O ((5-oxo-3-phenyl-5,6,7,8-tetrahydro-naphthalen-1-yloxy)-acetic acid tert-butyl ester), FC(S(=O)(=O)OS(=O)(=O)C(F)(F)F)(F)F (trifluoromethanesulfonic anhydride). Procedure details: To a suspension of 5,7-dihydroxy-3,4-dihydro-2H-naphthalen-1-one (XXV, prepared as described in Scheme 3 above, 320 mg, 1.79 mmol) in dichloromethane (25 mL) was added diisopropylethylamine (925 mg, 7.16 mmol) at −5 to 0° C. To the resulting solution was then added trifluoromethanesulfonic anhydride (1.06 g, 3.76 mmol) dropwise over 5 minutes at this temperature. The resulting brown solution was stirred for 45 minutes at ˜0-5° C. and then warmed to room temperature and stirred for another 15 min... The solvent is ClCCl (dichloromethane), O (water), ClCCl (dichloromethane).